Dataset: the Open Reaction Database (ORD), a public repository of structured organic reaction records. Task: describe an organic reaction: reactants, conditions, products, and yield Starting materials: C(=O)(OC(C)(C)C)N[C@@H](CC1=CC=CC=C1)[C@@H]1C[C@H](C(O1)=O)CC1=CC=C(C=C1)OC (5(S)-[1(S)-(Boc-amino)-2-phenylethyl]-3(R)-(p-methoxy-phenylmethyl)-dihydrofuran-2-(3H)-one), [OH-].[Li+] (lithium hydroxide). Solvent: O (water), CCOCC (ether), C(OC)COC (dimethoxyethane). Yields the product C(=O)(OC(C)(C)C)N[C@H]([C@H](C[C@H](C(=O)O)CC1=CC=C(C=C1)OC)O)CC1=CC=CC=C1 (5(S)-(Boc-amino)-4(S)-hydroxy-6-phenyl-2(R)-(p-methoxyphenylmethyl)-hexanoic acid). RXN SMILES: [C:1]([NH:8][C@H:9]([C@H:17]1[O:21][C:20](=[O:22])[C@H:19]([CH2:23][C:24]2[CH:29]=[CH:28][C:27]([O:30][CH3:31])=[CH:26][CH:25]=2)[CH2:18]1)[CH2:10][C:11]1[CH:16]=[CH:15][CH:14]=[CH:13][CH:12]=1)([O:3][C:4]([CH3:7])([CH3:6])[CH3:5])=[O:2].[OH-:32].[Li+]>C(COC)OC.O.CCOCC>[C:1]([NH:8][C@@H:9]([CH2:10][C:11]1[CH:12]=[CH:13][CH:14]=[CH:15][CH:16]=1)[C@@H:17]([OH:32])[CH2:18][C@@H:19]([CH2:23][C:24]1[CH:29]=[CH:28][C:27]([O:30][CH3:31])=[CH:26][CH:25]=1)[C:20]([OH:21])=[O:22])([O:3][C:4]([CH3:7])([CH3:5])[CH3:6])=[O:2] |f:1.2|. Reported procedure: 1.7 g (3.99 mmol) of 5(S)-[1(S)-(Boc-amino)-2-phenylethyl]-3(R)-(p-methoxy-phenylmethyl)-dihydrofuran-2-(3H)-one in 43 ml of dimethoxyethane and 11 ml of water are hydrolysed with 16 ml of 1M lithium hydroxide solution. Stirring in ether yields the pure title compound: TLC Rf (F)=0.53; tRet (I)=14.2 min; FAB-MS (M+Na)+ =466.